This data is from the Open Reaction Database (ORD), a public repository of structured organic reaction records. The task is: describe an organic reaction: reactants, conditions, products, and yield Starting materials: ClC=1C=C(C=C(C1)Cl)CCCN=[N+]=[N-] (3-(3,5-Dichlorophenyl)propylazide). Product: ClC=1C=C(C=C(C1)Cl)CCCN (3-(3,5-Dichlorophenyl)propylamine). Procedure: 3-(3,5-Dichlorophenyl)propylazide (0.0506 mol) was reacted with Raney nickel substantially as described in Example 7F above to obtain 10.4 g (100%) of an oily product. Reagents/catalysts: [Ni] (Raney nickel). As a reaction SMILES: [Cl:1][C:2]1[CH:3]=[C:4]([CH2:9][CH2:10][CH2:11][N:12]=[N+]=[N-])[CH:5]=[C:6]([Cl:8])[CH:7]=1>[Ni]>[Cl:1][C:2]1[CH:3]=[C:4]([CH2:9][CH2:10][CH2:11][NH2:12])[CH:5]=[C:6]([Cl:8])[CH:7]=1. Yield: 100.7%. Starting materials: CC#N, N#CCCOC1C(O)C(COP(N)O)OC1n1ccc(=O)[nH]c1=O. Product: N#CCCOC1C(O)C(CO)OC1n1ccc(=O)[nH]c1=O. As a reaction SMILES: [CH3:25][C:26]#[N:27].[P:1]([NH2:2])([OH:3])[O:4][CH2:5][CH:6]1[CH:7]([OH:24])[CH:8]([O:19][CH2:20][CH2:21][C:22]#[N:23])[CH:9]([n:11]2[c:12](=[O:13])[nH:14][c:15](=[O:16])[cH:17][cH:18]2)[O:10]1>>[OH:4][CH2:5][CH:6]1[CH:7]([OH:24])[CH:8]([O:19][CH2:20][CH2:21][C:22]#[N:23])[CH:9]([n:11]2[c:12](=[O:13])[nH:14][c:15](=[O:16])[cH:17][cH:18]2)[O:10]1. Starting materials: C(CCC)OCC1=CC=C(C(=O)O[C@@H]2CC[C@H](CC2)C2=CC(=C(C(=C2)F)C#N)F)C=C1 (trans-4-(3,5-difluoro-4-cyanophenyl)-cyclohexyl 4-(butoxymethyl)benzoate), ( 1 ), A1, A2, C(CCC)OCC1=CC=C(C(=O)O)C=C1 (4-(butoxymethyl)benzoic acid), S(=O)(Cl)Cl (thionyl chloride). The solvent is C1(=CC=CC=C1)C (toluene). Run at time 2 hour. Yields the product C(CCC)OCC1=CC=C(C(=O)Cl)C=C1 (4-(butoxymethyl)benzoyl chloride). Reaction SMILES: [CH2:1]([O:5][CH2:6][C:7]1[CH:31]=[CH:30][C:10]([C:11](O[C@H]2CC[C@H](C3C=C(F)C(C#N)=C(F)C=3)CC2)=[O:12])=[CH:9][CH:8]=1)[CH2:2][CH2:3][CH3:4].C(OCC1C=CC(C(O)=O)=CC=1)CCC.S(Cl)([Cl:49])=O>C1(C)C=CC=CC=1>[CH2:1]([O:5][CH2:6][C:7]1[CH:31]=[CH:30][C:10]([C:11]([Cl:49])=[O:12])=[CH:9][CH:8]=1)[CH2:2][CH2:3][CH3:4]. Procedure: Preparation of trans-4-(3,5-difluoro-4-cyanophenyl)-cyclohexyl 4-(butoxymethyl)benzoate (in the formula (1), R=C4H9, l=1, m and n=both, 1, o=0, A1 =1,4-phenylene group, A2 =trans-1,4-cyclohexylene group, Z1 =--COO--, Z2 =covalent bond, X=CN, and Y1 and Y2 =both, F) (Compound No. 148) 4-(butoxymethyl)benzoic acid (1.5 g, 7.2 mmol) was mixed with thionyl chloride (1.3 g, 10.8 mmol) pyridine (0.1 ml) and toluene (3 ml), followed by reacting them at 80° C., for 2 hours, and distilling off superfluou... The reactants are ClC1=CC=C(NC)C=C1 (4-chloro-N-methylaniline), ClC(Cl)(OC(OC(Cl)(Cl)Cl)=O)Cl (Triphosgene), BrC=1C=C(CNNC(=O)OC(C)(C)C)C=C(C1)F (tert-butyl 2-(3-bromo-5-fluorobenzyl)hydrazinecarboxylate), C(C)(C)N(C(C)C)CC (N,N-diisopropylethylamine). Run in C(Cl)Cl (methylene chloride), C(Cl)Cl (methylene chloride), C(Cl)Cl (methylene chloride), C(Cl)Cl (methylene chloride). Run at temperature 0 celsius, time 20 minute. Product: BrC=1C=C(CN(NC(=O)OC(C)(C)C)C(N(C)C2=CC=C(C=C2)Cl)=O)C=C(C1)F (tert-butyl 2-(3-bromo-5-fluorobenzyl)-2-((4-chlorophenyl)(methyl)carbamoyl)hydrazinecarboxylate). Yield: 37.0%. As a reaction SMILES: ClC(Cl)([O:4]C(=O)OC(Cl)(Cl)Cl)Cl.[Br:13][C:14]1[CH:15]=[C:16]([CH:27]=[C:28]([F:30])[CH:29]=1)[CH2:17][NH:18][NH:19][C:20]([O:22][C:23]([CH3:26])([CH3:25])[CH3:24])=[O:21].[CH:31]([N:34]([CH2:38]C)[CH:35]([CH3:37])[CH3:36])(C)C.[Cl:40][C:41]1[CH:48]=CC(NC)=C[CH:42]=1>C(Cl)Cl>[Br:13][C:14]1[CH:15]=[C:16]([CH:27]=[C:28]([F:30])[CH:29]=1)[CH2:17][N:18]([C:38](=[O:4])[N:34]([C:35]1[CH:36]=[CH:48][C:41]([Cl:40])=[CH:42][CH:37]=1)[CH3:31])[NH:19][C:20]([O:22][C:23]([CH3:26])([CH3:25])[CH3:24])=[O:21]. Reported procedure: Triphosgene (593 mg, 2.0 mmol) was dissolved in 13 mL of methylene chloride and cooled to 0° C. To it was added a solution of tert-butyl 2-(3-bromo-5-fluorobenzyl)hydrazinecarboxylate (1.6 g, 5 mmol) and N,N-diisopropylethylamine (1.3 mL, 7.5 mmol) in 13 mL of methylene chloride. The reaction mixture was allowed to stir at 0° C. for 20 min, and to it was added a solution of 4-chloro-N-methylaniline (726 μL, 6 mmol) in 4 mL of methylene chloride. The resulting mixture was allowed to stir at ambie... Reactants: O=C([O-])[O-], CCOC(=O)c1sc(-c2ccc(C(F)(F)F)cc2)nc1CBr, C1COCCN1, CC#N, [K+], [K+], O. Yields the product CCOC(=O)c1sc(-c2ccc(C(F)(F)F)cc2)nc1CN1CCOCC1. RXN SMILES: [C:23](=[O:24])([O-:25])[O-:26].[CH2:1]([CH3:2])[O:3][C:4](=[O:5])[c:6]1[c:7]([CH2:21][Br:22])[n:8][c:9](-[c:11]2[cH:12][cH:13][c:14]([C:17]([F:18])([F:19])[F:20])[cH:15][cH:16]2)[s:10]1.[CH2:29]1[CH2:30][O:31][CH2:32][CH2:33][NH:34]1.[CH3:36][C:37]#[N:38].[K+:27].[K+:28].[OH2:35]>>[CH2:1]([CH3:2])[O:3][C:4](=[O:5])[c:6]1[c:7]([CH2:21][N:34]2[CH2:29][CH2:30][O:31][CH2:32][CH2:33]2)[n:8][c:9](-[c:11]2[cH:12][cH:13][c:14]([C:17]([F:18])([F:19])[F:20])[cH:15][cH:16]2)[s:10]1. Reactants: solution, Cl (hydrogen chloride), S1C2=C(C=C1)C=CC=C2CCOCCN(C)C (N-[2-(2-benzo[b]thiophen-7-ylethoxy)ethyl]-N,N-dimethylamine). Procedure: In 2.5 mL of ethyl acetate is dissolved 0.49 g of N-[2-(2-benzo[b]thiophen-7-ylethoxy)ethyl]-N,N-dimethylamine, to which is added 0.73 mL of 3.5 mol/L solution of dry hydrogen chloride in ethyl acetate. The resulting solution is stirred at ambient temperature for one hour. The deposited crystal is collected by filtration, washed with ethyl acetate and dried to obtain 0.44 g of N-[2-(2-benzo[b]thiophen-7-ylethoxy)ethyl]-N,N-dimethylamine hydrochloride. Reaction SMILES: [S:1]1[CH:5]=[CH:4][C:3]2[CH:6]=[CH:7][CH:8]=[C:9]([CH2:10][CH2:11][O:12][CH2:13][CH2:14][N:15]([CH3:17])[CH3:16])[C:2]1=2.[ClH:18]>C(OCC)(=O)C>[ClH:18].[S:1]1[CH:5]=[CH:4][C:3]2[CH:6]=[CH:7][CH:8]=[C:9]([CH2:10][CH2:11][O:12][CH2:13][CH2:14][N:15]([CH3:16])[CH3:17])[C:2]1=2 |f:3.4|. The product is Cl.S1C2=C(C=C1)C=CC=C2CCOCCN(C)C (N-[2-(2-benzo[b]thiophen-7-ylethoxy)ethyl]-N,N-dimethylamine hydrochloride). Reaction conditions: time 1 hour. Run in C(C)(=O)OCC (ethyl acetate), C(C)(=O)OCC (ethyl acetate). Reactants: COC(COC1=CC=C(C=C1)C=1C=C2C(=C(N(C2=CC1)CC1=CC=CC=C1)C1=CC=CC=C1)CC1=CC=CC=C1)=O ([4-(1,3-dibenzyl-2-phenyl-1H-indol-5-yl)-phenoxy]-acetic acid methyl ester), [OH-].[K+] (KOH). The solvent is C1CCOC1.CO (THF MeOH). Yields the product C(C1=CC=CC=C1)N1C(=C(C2=CC(=CC=C12)C1=CC=C(OCC(=O)O)C=C1)CC1=CC=CC=C1)C1=CC=CC=C1 ([4-(1,3-Dibenzyl-2-phenyl-1H-indol-5-yl)-phenoxy]-acetic acid), product. Yield: 78.1%. As a reaction SMILES: C[O:2][C:3](=[O:41])[CH2:4][O:5][C:6]1[CH:11]=[CH:10][C:9]([C:12]2[CH:13]=[C:14]3[C:18](=[CH:19][CH:20]=2)[N:17]([CH2:21][C:22]2[CH:27]=[CH:26][CH:25]=[CH:24][CH:23]=2)[C:16]([C:28]2[CH:33]=[CH:32][CH:31]=[CH:30][CH:29]=2)=[C:15]3[CH2:34][C:35]2[CH:40]=[CH:39][CH:38]=[CH:37][CH:36]=2)=[CH:8][CH:7]=1.[OH-].[K+]>C1COCC1.CO>[CH2:21]([N:17]1[C:18]2[C:14](=[CH:13][C:12]([C:9]3[CH:10]=[CH:11][C:6]([O:5][CH2:4][C:3]([OH:41])=[O:2])=[CH:7][CH:8]=3)=[CH:20][CH:19]=2)[C:15]([CH2:34][C:35]2[CH:36]=[CH:37][CH:38]=[CH:39][CH:40]=2)=[C:16]1[C:28]1[CH:33]=[CH:32][CH:31]=[CH:30][CH:29]=1)[C:22]1[CH:23]=[CH:24][CH:25]=[CH:26][CH:27]=1 |f:1.2,3.4|. Reported procedure: The desired product was prepared using a procedure similar to step 2 of example 4. Thus, [4-(1,3-dibenzyl-2-phenyl-1H-indol-5-yl)-phenoxy]-acetic acid methyl ester (0.491 g, 0.913 mmol) was reacted with 1N KOH (1.8 ml) in THF/MeOH (6 ml/4 ml) to give the product (0.376 g, 0.713 mmol, 78%) as a white solid, mp 153-155° C. 1H NMR (DMSO-d6) δ 4.08 (s, 2H), 4.68 (s, 2H), 5.35 (s, 2H), 6.89 (d, J=7.2 Hz, 2H), 6.96 (d, J=8.9 Hz, 2H), 7.10-7.25 (m, 8H), 7.35 (dd, J=1.7, 8.5 Hz, 1H), 7.41-7.51 (m, 8H), ... Reactants: CCOC(=O)c1cccc(NC(=O)c2ccccc2)c1, C1COCCO1, CCO, Cl, [Na+], [OH-]. The product is O=C(O)c1cccc(NC(=O)c2ccccc2)c1. Reaction SMILES: [C:3]([c:4]1[cH:5][cH:6][cH:7][cH:8][cH:9]1)(=[O:10])[NH:11][c:12]1[cH:13][c:14]([C:15](=[O:16])[O:17][CH2:18][CH3:19])[cH:20][cH:21][cH:22]1.[CH2:27]1[O:28][CH2:29][CH2:30][O:31][CH2:32]1.[CH3:24][CH2:25][OH:26].[ClH:23].[Na+:2].[OH-:1]>>[C:3]([c:4]1[cH:5][cH:6][cH:7][cH:8][cH:9]1)(=[O:10])[NH:11][c:12]1[cH:13][c:14]([C:15](=[O:16])[OH:17])[cH:20][cH:21][cH:22]1. The reactants are CC(C)(C)C1CCC2(CC1)CC(C(=O)O)=NO2, C1CCOC1, CS(=O)(=O)Nc1ccc(N)cc1F. The product is CC(C)(C)C1CCC2(CC1)CC(C(=O)Nc1ccc(NS(C)(=O)=O)c(F)c1)=NO2. RXN SMILES: [C:1]([CH3:2])([CH3:3])([CH3:4])[CH:5]1[CH2:6][CH2:7][C:8]2([CH2:9][C:10]([C:13](=[O:14])[OH:15])=[N:11][O:12]2)[CH2:16][CH2:17]1.[CH2:31]1[O:32][CH2:33][CH2:34][CH2:35]1.[NH2:18][c:19]1[cH:20][c:21]([F:30])[c:22]([NH:25][S:26](=[O:27])(=[O:28])[CH3:29])[cH:23][cH:24]1>>[C:1]([CH3:2])([CH3:3])([CH3:4])[CH:5]1[CH2:6][CH2:7][C:8]2([CH2:9][C:10]([C:13](=[O:15])[NH:18][c:19]3[cH:20][c:21]([F:30])[c:22]([NH:25][S:26](=[O:27])(=[O:28])[CH3:29])[cH:23][cH:24]3)=[N:11][O:12]2)[CH2:16][CH2:17]1. The reactants are [Cl-].[Na+] (sodium chloride), C(C1=CC=CC=C1)(=O)Cl (Benzoyl chloride), CC1=CC=C(C(=O)N2C[C@@H](CCC2)N)C=C1 ((R)-1-(p-methylbenzoyl)-3-aminopiperidine), [OH-].[Na+] (sodium hydroxide). The solvent is ClC1=CC=CC=C1 (Chlorobenzene). Conditions: temperature 15 celsius, time 3 hour. Yields the product CC1=CC=C(C(=O)N2C[C@@H](CCC2)NC(C2=CC=CC=C2)=O)C=C1 ((R)-1-(p-methylbenzoyl)-3-(benzoylamino)piperidine). Isolated yield 95.9%. Reaction SMILES: [C:1](Cl)(=[O:8])[C:2]1[CH:7]=[CH:6][CH:5]=[CH:4][CH:3]=1.[CH3:10][C:11]1[CH:25]=[CH:24][C:14]([C:15]([N:17]2[CH2:22][CH2:21][CH2:20][C@@H:19]([NH2:23])[CH2:18]2)=[O:16])=[CH:13][CH:12]=1.[OH-].[Na+].[Cl-].[Na+]>ClC1C=CC=CC=1>[CH3:10][C:11]1[CH:12]=[CH:13][C:14]([C:15]([N:17]2[CH2:22][CH2:21][CH2:20][C@@H:19]([NH:23][C:1](=[O:8])[C:2]3[CH:7]=[CH:6][CH:5]=[CH:4][CH:3]=3)[CH2:18]2)=[O:16])=[CH:24][CH:25]=1 |f:2.3,4.5|. Procedure details: Benzoyl chloride (0.15 g) was added to the aqueous solution of (R)-1-(p-methylbenzoyl)-3-aminopiperidine obtained in Example 13 (amount: 3 g), and the pH of the mixture was kept from 8.0 to 9.0 using sodium hydroxide. The mixture was stirred at 15° C. for 3 hours. Chlorobenzene (3 ml) and sodium chloride (0.5 g) were added thereto, and then the mixture was stirred at 90° C. for 10 minutes. The water layer was removed, and the solvent was evaporated under reduced pressure to obtain the title comp...